Dataset: the Open Reaction Database (ORD), a public repository of structured organic reaction records. Task: describe an organic reaction: reactants, conditions, products, and yield Starting materials: NC1=C(C=CC=C1)NC(C1=CC=C(C=C1)CN1C(C2=CC=CC(=C2C1)Br)=O)=O (N-(2-aminophenyl)-4-((4-bromo-1-oxoisoindolin-2-yl)methyl)benzamide), C(C)(=O)NC=1C=C(C=CC1)B(O)O (3-acetamidophenyl boronic acid). Yields the product NC1=C(C=CC=C1)NC(C1=CC=C(C=C1)CN1C(C2=CC=CC(=C2C1)C1=CC(=CC=C1)NC(C)=O)=O)=O (N-(2-aminophenyl)-4-[4-(3-acetamidophenyl)-1-oxo-2,3-dihydro-1H-isoindol-2-yl]methylbenzamide). Yield: 54.0%. Reaction SMILES: [NH2:1][C:2]1[CH:7]=[CH:6][CH:5]=[CH:4][C:3]=1[NH:8][C:9](=[O:28])[C:10]1[CH:15]=[CH:14][C:13]([CH2:16][N:17]2[CH2:25][C:24]3[C:19](=[CH:20][CH:21]=[CH:22][C:23]=3Br)[C:18]2=[O:27])=[CH:12][CH:11]=1.[C:29]([NH:32][C:33]1[CH:34]=[C:35](B(O)O)[CH:36]=[CH:37][CH:38]=1)(=[O:31])[CH3:30]>>[NH2:1][C:2]1[CH:7]=[CH:6][CH:5]=[CH:4][C:3]=1[NH:8][C:9](=[O:28])[C:10]1[CH:15]=[CH:14][C:13]([CH2:16][N:17]2[CH2:25][C:24]3[C:19](=[CH:20][CH:21]=[CH:22][C:23]=3[C:37]3[CH:36]=[CH:35][CH:34]=[C:33]([NH:32][C:29](=[O:31])[CH3:30])[CH:38]=3)[C:18]2=[O:27])=[CH:12][CH:11]=1. Procedure: The procedure of Example 2 was repeated except for using N-(2-aminophenyl)-4-((4-bromo-1-oxoisoindolin-2-yl)methyl)benzamide obtained in Example 9 instead of N-(2-aminophenyl)-4-((4-bromo-5,6-dimethoxy-1-oxoisoindolin-2-yl)methyl)benzamide, and 3-acetamidophenyl boronic acid instead of phenyl boronic acid, to obtain the title compound (54%). Reactants: BrC(C(=O)NC1=C(C=C(C=C1C)C)C)(C)C (2-bromo-N-mesityl-2-methylpropanamide), [H-].[Al+3].[Li+].[H-].[H-].[H-] (lithium aluminum hydride). Run in C(OC)COC (dimethoxyethane). Yields the product C1(=C(C(=CC(=C1)C)C)NCC(C)(NC1=CC=CC=C1)C)C (N1-mesityl-2-methyl-N2-phenylpropane-1,2-diamine). As a reaction SMILES: Br[C:2]([CH3:16])([CH3:15])[C:3]([NH:5][C:6]1[C:11]([CH3:12])=[CH:10][C:9]([CH3:13])=[CH:8][C:7]=1[CH3:14])=O.[H-].[Al+3].[Li+].[H-].[H-].[H-]>C(COC)OC>[C:7]1([CH3:14])[CH:8]=[C:9]([CH3:13])[CH:10]=[C:11]([CH3:12])[C:6]=1[NH:5][CH2:3][C:2]([CH3:16])([NH:5][C:6]1[CH:11]=[CH:10][CH:9]=[CH:8][CH:7]=1)[CH3:15] |f:1.2.3.4.5.6|. Procedure: A solution of the amide (100 mg, 0.337 mmol) in dry dimethoxyethane (2 ml) was added lithium aluminum hydride (80 mg, 2.1 mmol), and the mixture was refluxed for 1 day. After cooling to room temperature, the reaction was quenched by adding H2O (0.08 ml), 15% aqueous NaOH (0.08 ml), and H2O (0.24 ml) successively. The white precipitation was filtered off and the filtrate was purified by column chromatography on silica (eluent: Hexane/Ethyl acetate=10/1) to give N1-mesityl-2-methyl-N2-phenylpropan... Product: [Na+], O=C([O-])C(=NOCc1cc(=O)c(OC(c2ccccc2)c2ccccc2)co1)c1cccs1. Reaction SMILES: [CH2:37]([CH:38]([CH2:39][CH2:40][CH2:41][CH3:42])[C:43]([O-:44])=[O:45])[CH3:46].[CH2:67]([Cl:68])[Cl:69].[CH3:70][CH2:71][O:72][C:73](=[O:74])[CH3:75].[Na+:47].[c:48]1([P:49]([c:50]2[cH:51][cH:52][cH:53][cH:54][cH:55]2)[c:56]2[cH:57][cH:58][cH:59][cH:60][cH:61]2)[cH:62][cH:63][cH:64][cH:65][cH:66]1.[s:1]1[c:2]([C:6]([C:7](=[O:8])[O:9][CH2:10][CH:11]=[CH2:12])=[N:13][O:14][CH2:15][c:16]2[o:17][cH:18][c:19]([O:23][CH:24]([c:25]3[cH:26][cH:27][cH:28][cH:29][cH:30]3)[c:31]3[cH:32][cH:33][cH:34][cH:35][cH:36]3)[c:20](=[O:22])[cH:21]2)[cH:3][cH:4][cH:5]1>>[Na+:47].[s:1]1[c:2]([C:6]([C:7](=[O:8])[O-:9])=[N:13][O:14][CH2:15][c:16]2[o:17][cH:18][c:19]([O:23][CH:24]([c:25]3[cH:26][cH:27][cH:28][cH:29][cH:30]3)[c:31]3[cH:32][cH:33][cH:34][cH:35][cH:36]3)[c:20](=[O:22])[cH:21]2)[cH:3][cH:4][cH:5]1. The reactants are CCCCC(CC)C(=O)[O-], ClCCl, CCOC(C)=O, [Na+], c1ccc(P(c2ccccc2)c2ccccc2)cc1, C=CCOC(=O)C(=NOCc1cc(=O)c(OC(c2ccccc2)c2ccccc2)co1)c1cccs1.